Dataset: the Open Reaction Database (ORD), a public repository of structured organic reaction records. Task: describe an organic reaction: reactants, conditions, products, and yield The reactants are ClC=1C(=C(C(=NC1)N)N)OC (5-chloro-4-methoxypyridin-2,3-diamine), N1(CCCCC1)CCOC1=CC=C(C=O)C=C1 (4-(2-piperidin-1-ylethoxy)benzaldehyde). Product: ClC=1C(=C2C(=NC1)NC(=N2)C2=CC=C(C=C2)OCCN2CCCCC2)OC (6-Chloro-7-methoxy-2-[4-(2-piperidin-1-ylethoxy)phenyl]-3H-imidazo[4,5-b]pyridine), bis(trifluoroacetate). As a reaction SMILES: [Cl:1][C:2]1[C:3]([O:10][CH3:11])=[C:4]([NH2:9])[C:5]([NH2:8])=[N:6][CH:7]=1.[N:12]1([CH2:18][CH2:19][O:20][C:21]2[CH:28]=[CH:27][C:24]([CH:25]=O)=[CH:23][CH:22]=2)[CH2:17][CH2:16][CH2:15][CH2:14][CH2:13]1>>[Cl:1][C:2]1[C:3]([O:10][CH3:11])=[C:4]2[N:9]=[C:25]([C:24]3[CH:23]=[CH:22][C:21]([O:20][CH2:19][CH2:18][N:12]4[CH2:17][CH2:16][CH2:15][CH2:14][CH2:13]4)=[CH:28][CH:27]=3)[NH:8][C:5]2=[N:6][CH:7]=1. Procedure details: By a procedure similar to Example 269 but using 5-chloro-4-methoxypyridin-2,3-diamine and 4-(2-piperidin-1-ylethoxy)benzaldehyde, the title compound was obtained as the bis(trifluoroacetate). Reactants: ClC1=C(C=C2C=C(NC2=C1)C=1C=C(C=C(C1O)C1=CC=CC=C1)CC(=O)O)C#N ([5-(6-Chloro-5-cyano-1H-indol-2-yl)-6-hydroxy-biphenyl-3-yl]-acetic acid), NO (Hydroxylamine). The solvent is CCO (EtOH). The product is ClC1=C(C=C2C=C(NC2=C1)C=1C=C(C=C(C1O)C1=CC=CC=C1)CC(=O)O)C(NO)=N ({5-[6-Chloro-5-(N-hydroxycarbamimidoyl)-1H-indol-2-yl]-6-hydroxy-biphenyl-3-yl}-acetic acid). Reaction SMILES: [Cl:1][C:2]1[CH:10]=[C:9]2[C:5]([CH:6]=[C:7]([C:11]3[CH:12]=[C:13]([CH2:24][C:25]([OH:27])=[O:26])[CH:14]=[C:15]([C:18]4[CH:23]=[CH:22][CH:21]=[CH:20][CH:19]=4)[C:16]=3[OH:17])[NH:8]2)=[CH:4][C:3]=1[C:28]#[N:29].[NH2:30][OH:31]>CCO>[Cl:1][C:2]1[CH:10]=[C:9]2[C:5]([CH:6]=[C:7]([C:11]3[CH:12]=[C:13]([CH2:24][C:25]([OH:27])=[O:26])[CH:14]=[C:15]([C:18]4[CH:23]=[CH:22][CH:21]=[CH:20][CH:19]=4)[C:16]=3[OH:17])[NH:8]2)=[CH:4][C:3]=1[C:28](=[NH:29])[NH:30][OH:31]. Procedure details: A solution of the cyano indole (17) (0.365 gr, 0.91 mmol) from above in dry EtOH (5 ml) was treated with an excess of Hydroxylamine (5 ml of 50 wt. % solution in water). The resulting reaction mixture was refluxed for 10 h. The solvent was removed by rotary evaporation, the residue was azeotroped with toluene to yield the title title compound (0.3-0.4 g). Reactants: B, B, COC(C)(C)OC, Cc1ccccc1, CCOC(C)=O, CCCCCC, Nc1ccc(Cl)cc1[N+](=O)[O-], O=C(O)C(F)(F)F, c1ccncc1, c1ccncc1. Yields the product CC(C)Nc1ccc(Cl)cc1[N+](=O)[O-]. RXN SMILES: [BH3:26].[BH3:33].[CH3:12][O:13][C:14]([CH3:15])([CH3:16])[O:17][CH3:18].[CH3:34][c:35]1[cH:36][cH:37][cH:38][cH:39][cH:40]1.[CH3:47][CH2:48][O:49][C:50]([CH3:51])=[O:52].[CH3:53][CH2:54][CH2:55][CH2:56][CH2:57][CH3:58].[Cl:1][c:2]1[cH:3][c:4]([N+:9](=[O:10])[O-:11])[c:5]([NH2:6])[cH:7][cH:8]1.[OH:19][C:20]([C:21]([F:22])([F:23])[F:24])=[O:25].[cH:27]1[cH:28][cH:29][n:30][cH:31][cH:32]1.[cH:41]1[cH:42][cH:43][n:44][cH:45][cH:46]1>>[Cl:1][c:2]1[cH:3][c:4]([N+:9](=[O:10])[O-:11])[c:5]([NH:6][CH:14]([CH3:15])[CH3:16])[cH:7][cH:8]1.